Dataset: the Open Reaction Database (ORD), a public repository of structured organic reaction records. Task: describe an organic reaction: reactants, conditions, products, and yield The reactants are COC(C)Cn1c(=O)n(C)c2cnc3ccc(Br)cc3c21, CCOC(C)=O, C1COCCO1, CCOC(=O)c1cncc(B2OC(C)(C)C(C)(C)O2)c1, [Na], O. The product is CCOC(=O)c1cncc(-c2ccc3ncc4c(c3c2)n(CC(C)OC)c(=O)n4C)c1. Reaction SMILES: [Br:1][c:2]1[cH:3][c:4]2[c:5]3[c:6]([cH:7][n:8][c:9]2[cH:10][cH:11]1)[n:12]([CH3:21])[c:13](=[O:20])[n:14]3[CH2:15][CH:16]([CH3:17])[O:18][CH3:19].[C:42]([O:43][CH2:44][CH3:45])(=[O:46])[CH3:47].[CH2:49]1[O:50][CH2:51][CH2:52][O:53][CH2:54]1.[CH3:22][C:23]1([CH3:24])[C:25]([CH3:26])([CH3:27])[O:28][B:29]([c:30]2[cH:31][c:32]([C:36](=[O:37])[O:38][CH2:39][CH3:40])[cH:33][n:34][cH:35]2)[O:41]1.[Na:48].[OH2:55]>>[c:2]1(-[c:30]2[cH:31][c:32]([C:36](=[O:37])[O:38][CH2:39][CH3:40])[cH:33][n:34][cH:35]2)[cH:3][c:4]2[c:5]3[c:6]([cH:7][n:8][c:9]2[cH:10][cH:11]1)[n:12]([CH3:21])[c:13](=[O:20])[n:14]3[CH2:15][CH:16]([CH3:17])[O:18][CH3:19]. Starting materials: CC(C)N(C)CC=CC(=O)O, Cl, Oc1cccc(Nc2ncnc3sc4c(c23)CCNC4)c1. Product: CC(C)N(C)CC=CC(=O)N1CCc2c(sc3ncnc(Nc4cccc(O)c4)c23)C1. RXN SMILES: [CH3:23][N:24]([CH2:25][CH:26]=[CH:27][C:28](=[O:29])[OH:30])[CH:31]([CH3:32])[CH3:33].[ClH:22].[n:1]1[cH:2][n:3][c:4]([NH:14][c:15]2[cH:16][c:17]([OH:21])[cH:18][cH:19][cH:20]2)[c:5]2[c:6]1[s:7][c:8]1[c:9]2[CH2:10][CH2:11][NH:12][CH2:13]1>>[n:1]1[cH:2][n:3][c:4]([NH:14][c:15]2[cH:16][c:17]([OH:21])[cH:18][cH:19][cH:20]2)[c:5]2[c:6]1[s:7][c:8]1[c:9]2[CH2:10][CH2:11][N:12]([C:28]([CH:27]=[CH:26][CH2:25][N:24]([CH3:23])[CH:31]([CH3:32])[CH3:33])=[O:29])[CH2:13]1. Reactants: C(C)(=O)OC(C)=O (acetic anhydride), C(C)(=O)O (acetic acid), NC1=CC(=C(CN2C(=NC=3C2=NC(=CC3)C(=O)OC)C)C=C1)Cl (Methyl 3-(4-amino-2-chlorobenzyl)-2-methyl-3H-imidazo[4,5-b]pyridine-5-carboxylate). The solvent is ClCCCl (1,2-dichloroethane). Product: C(C)(=O)NC1=CC(=C(CN2C(=NC=3C2=NC(=CC3)C(=O)OC)C)C=C1)Cl (Methyl 3-(4-(acetylamino)-2-chlorobenzyl)-2-methyl-3H-imidazo[4,5-b]pyridine-5-carboxylate). The yield is 82.2%. As a reaction SMILES: [NH2:1][C:2]1[CH:22]=[CH:21][C:5]([CH2:6][N:7]2[C:11]3=[N:12][C:13]([C:16]([O:18][CH3:19])=[O:17])=[CH:14][CH:15]=[C:10]3[N:9]=[C:8]2[CH3:20])=[C:4]([Cl:23])[CH:3]=1.[C:24](OC(=O)C)(=[O:26])[CH3:25].C(O)(=O)C>ClCCCl>[C:24]([NH:1][C:2]1[CH:22]=[CH:21][C:5]([CH2:6][N:7]2[C:11]3=[N:12][C:13]([C:16]([O:18][CH3:19])=[O:17])=[CH:14][CH:15]=[C:10]3[N:9]=[C:8]2[CH3:20])=[C:4]([Cl:23])[CH:3]=1)(=[O:26])[CH3:25]. Procedure: Methyl 3-(4-amino-2-chlorobenzyl)-2-methyl-3H-imidazo[4,5-b]pyridine-5-carboxylate (150 mg) was dissolved in 1,2-dichloroethane (1.5 ml), and acetic anhydride (148 mg) and acetic acid (87 mg) were added at room temperature. The mixture was refluxed under heating for 1 hr. The reaction mixture was concentrated under reduced pressure, and ice water, a saturated aqueous sodium hydrogencarbonate solution were successively added to the residue. The precipitated white crystals were collected by filtra... Reactants: [H-].[K+] (potassium hydride), CI (methyl iodide), CN(C(=O)SC1=CC=C(C=C1)C(CCC(=O)OC)=O)C (4-dimethylcarbamoylthio-gamma-oxobenzenebutanoic acid, methyl ester). The solvent is C1CCOC1 (THF), CCOCC (ether), C1CCOC1 (THF), C1CCOC1 (THF). Run at temperature -45 celsius, time 30 minute. Yields the product CN(C(=O)SC1=CC=C(C=C1)C(C(CC(=O)OC)C)=O)C (methyl 4-dimethylcarbamoylthio-gamma-oxo-beta-methylbenzenebutanoate). As a reaction SMILES: [CH3:1][N:2]([CH3:20])[C:3]([S:5][C:6]1[CH:11]=[CH:10][C:9]([C:12](=[O:19])[CH2:13][CH2:14][C:15]([O:17][CH3:18])=[O:16])=[CH:8][CH:7]=1)=[O:4].[H-].[K+].[CH3:23]I>C1COCC1.CCOCC>[CH3:20][N:2]([CH3:1])[C:3]([S:5][C:6]1[CH:7]=[CH:8][C:9]([C:12](=[O:19])[CH:13]([CH3:23])[CH2:14][C:15]([O:17][CH3:18])=[O:16])=[CH:10][CH:11]=1)=[O:4] |f:1.2|. Reported procedure: The compound from Step D, (10.0 g, 33.9 mmoles) was dissolved in THF (100 ml) and added dropwise to a stirred mixture of potassium hydride (1.6 g, 40.7 mmoles) in THF (10 ml) at -45° C. The reaction mixture was warmed to 0° to initiate the reaction, then cooled to -45° C. After 30 minutes, the reaction mixture was warmed to 0° C., and stirred for 10 minutes A solution of methyl iodide (3.17 ml, 50.9 mmoles) in THF (10 ml) was added slowly to the cold solution. The mixture was stirred at 0° for o... Reactants: Cc1nc(C#N)ccc1Br, O=C(O)C(F)(F)F, O, O=S(=O)(O)O. Yields the product Cc1nc(C(N)=O)ccc1Br. As a reaction SMILES: [Br:1][c:2]1[cH:3][cH:4][c:5]([C:9]#[N:10])[n:6][c:7]1[CH3:8].[F:12][C:13]([F:14])([F:15])[C:16]([OH:17])=[O:18].[OH2:11].[S:19](=[O:20])(=[O:21])([OH:22])[OH:23]>>[Br:1][c:2]1[cH:3][cH:4][c:5]([C:9]([NH2:10])=[O:11])[n:6][c:7]1[CH3:8].